From a dataset of the Open Reaction Database (ORD), a public repository of structured organic reaction records. describe an organic reaction: reactants, conditions, products, and yield Reaction SMILES: [CH3:1][C:2]1[CH:6]=[C:5]([N:7]([C:17]([O:19][CH2:20][C:21]([Cl:24])([Cl:23])[Cl:22])=[O:18])[C@H:8]([C:13]([O:15][CH3:16])=[O:14])[CH2:9][CH:10]([CH3:12])[CH3:11])[S:4][N:3]=1.[Br:25]Br>C(Cl)Cl.CC(O)=O>[Br:25][C:6]1[C:2]([CH3:1])=[N:3][S:4][C:5]=1[N:7]([C:17]([O:19][CH2:20][C:21]([Cl:23])([Cl:24])[Cl:22])=[O:18])[C@H:8]([C:13]([O:15][CH3:16])=[O:14])[CH2:9][CH:10]([CH3:12])[CH3:11]. The product is BrC=1C(=NSC1N([C@@H](CC(C)C)C(=O)OC)C(=O)OCC(Cl)(Cl)Cl)C (methyl N-(4-bromo-3-methylisothiazol-5-yl)-N-[(2,2,2-trichloroethoxy)carbonyl]-L-leucinate). Run in C(Cl)Cl (CH2Cl2), CC(=O)O (AcOH). Reaction conditions: time 4 hour. Procedure: To a solution of methyl N-(3-methylisothiazol-5-yl)-N-[(2,2,2-trichloroethoxy)carbonyl]-L-leucinate (28.5 g, 68 mmol) in CH2Cl2 (250 mL) and AcOH (125 mL) was added bromine (8.5 mL, 165 mmol). The resulting red solution was stirred at room temperature for 4 h. A further aliquot of bromine (8.5 mL, 165 mmol) was added and the resulting solution was stirred at room temperature for 18 h. The reaction mixture was partitioned between EtOAc and water+aqueous NaHSO3 until the decolorization was complet... Reactants: CC1=NSC(=C1)N([C@@H](CC(C)C)C(=O)OC)C(=O)OCC(Cl)(Cl)Cl (methyl N-(3-methylisothiazol-5-yl)-N-[(2,2,2-trichloroethoxy)carbonyl]-L-leucinate), BrBr (bromine), BrBr (bromine). Product: COC=1C=C(C(=O)N2CC(CC2)(C2=CC(=C(C=C2)F)F)CCN2CCC(CC2)NC2=NC3=C(N2CCS(=O)(=O)C)C=CC=C3)C=C(C1OC)OC (1-(3,4,5-trimethoxybenzoyl)-3-(2-(4-(1-(2-methylsulfonylethyl)-1H-benzimidazol-2-yl-amino)piperidin-1-yl)ethyl)-3-(3,4-difluorophenyl) Pyrrolidine). The reactants are COC=1C=C(C(=O)N2CC(CC2)(C2=CC(=C(C=C2)F)F)CCN2CCC(CC2)NC2=NC3=C(N2)C=CC=C3)C=C(C1OC)OC (1-(3,4,5-trimethoxybenzoyl)-3-(2-(4-(1H-benzimidazol-2-yl-amino)piperidin-1-yl)ethyl)-3-(3,4-difluorophenyl)pyrrolidine), CS(=O)(=O)OCCS(=O)(=O)C (2-methylsulfonylethyl methanesulfonate), O1CCCC1 (tetrahydrofuran), C(C)(CC)[Li] (s-butyl lithium). The solvent is CO (methanol), O (water). Conditions: temperature -78 celsius, time 30 minute. Procedure details: Combine 1-(3,4,5-trimethoxybenzoyl)-3-(2-(4-(1H-benzimidazol-2-yl-amino)piperidin-1-yl)ethyl)-3-(3,4-difluorophenyl)pyrrolidine (1.51 g, 2.44 mmol) and tetrahydrofuran (20 mL). Cool to −78° C. using a dry-ice/acetone bath. Add a solution of s-butyl lithium (3.94 mL, 1.3 M in hexane, 5.12 mmol). After 30 minutes, add a solution of 2-methylsulfonylethyl methanesulfonate (0.60 g, 2.93 mmol). Allow to warm to ambient temperature and then heat to reflux. After 48 hours, cool to ambient temperature an... Reaction SMILES: [CH3:1][O:2][C:3]1[CH:4]=[C:5]([CH:39]=[C:40]([O:44][CH3:45])[C:41]=1[O:42][CH3:43])[C:6]([N:8]1[CH2:12][CH2:11][C:10]([CH2:21][CH2:22][N:23]2[CH2:28][CH2:27][CH:26]([NH:29][C:30]3[NH:34][C:33]4[CH:35]=[CH:36][CH:37]=[CH:38][C:32]=4[N:31]=3)[CH2:25][CH2:24]2)([C:13]2[CH:18]=[CH:17][C:16]([F:19])=[C:15]([F:20])[CH:14]=2)[CH2:9]1)=[O:7].O1CCCC1.C([Li])(CC)C.CS(O[CH2:61][CH2:62][S:63]([CH3:66])(=[O:65])=[O:64])(=O)=O>CO.O>[CH3:45][O:44][C:40]1[CH:39]=[C:5]([CH:4]=[C:3]([O:2][CH3:1])[C:41]=1[O:42][CH3:43])[C:6]([N:8]1[CH2:12][CH2:11][C:10]([CH2:21][CH2:22][N:23]2[CH2:28][CH2:27][CH:26]([NH:29][C:30]3[N:31]([CH2:61][CH2:62][S:63]([CH3:66])(=[O:65])=[O:64])[C:32]4[CH:38]=[CH:37][CH:36]=[CH:35][C:33]=4[N:34]=3)[CH2:25][CH2:24]2)([C:13]2[CH:18]=[CH:17][C:16]([F:19])=[C:15]([F:20])[CH:14]=2)[CH2:9]1)=[O:7]. Starting materials: [Ar], O=C([O-])[O-], CCCC#N, Cl, [Cs+], [Cs+], [Cu]I, Fc1ccc(-n2ncc3cc(I)ccc32)cc1, CCCC(N)C(O)c1ccccc1. Product: CCCC(N)C(Oc1ccc2c(cnn2-c2ccc(F)cc2)c1)c1ccccc1. RXN SMILES: [Ar:15].[C:33](=[O:34])([O-:35])[O-:36].[CH3:39][CH2:40][CH2:41][C:42]#[N:43].[ClH:1].[Cs+:37].[Cs+:38].[Cu:44][I:45].[F:16][c:17]1[cH:18][cH:19][c:20](-[n:23]2[n:24][cH:25][c:26]3[cH:27][c:28]([I:32])[cH:29][cH:30][c:31]23)[cH:21][cH:22]1.[NH2:2][CH:3]([CH:4]([OH:5])[c:6]1[cH:7][cH:8][cH:9][cH:10][cH:11]1)[CH2:12][CH2:13][CH3:14]>>[NH2:2][CH:3]([CH:4]([O:5][c:28]1[cH:27][c:26]2[cH:25][n:24][n:23](-[c:20]3[cH:19][cH:18][c:17]([F:16])[cH:22][cH:21]3)[c:31]2[cH:30][cH:29]1)[c:6]1[cH:7][cH:8][cH:9][cH:10][cH:11]1)[CH2:12][CH2:13][CH3:14].